From a dataset of the Open Reaction Database (ORD), a public repository of structured organic reaction records. describe an organic reaction: reactants, conditions, products, and yield Product: C1(CC1)CN(CCC1=CNC2=CC=CC=C12)C(CCCC(=O)OC)=O (N-cyclopropylmethyl-N-(4-methoxycarbonylbutyryl)-tryptamine). RXN SMILES: [CH:1]1([CH2:4][NH:5][CH2:6][CH2:7][C:8]2[C:16]3[C:11](=[CH:12][CH:13]=[CH:14][CH:15]=3)[NH:10][CH:9]=2)[CH2:3][CH2:2]1.[CH3:17][O:18][C:19]([CH2:21][CH2:22][CH2:23][C:24](Cl)=[O:25])=[O:20]>>[CH:1]1([CH2:4][N:5]([C:24](=[O:25])[CH2:23][CH2:22][CH2:21][C:19]([O:18][CH3:17])=[O:20])[CH2:6][CH2:7][C:8]2[C:16]3[C:11](=[CH:12][CH:13]=[CH:14][CH:15]=3)[NH:10][CH:9]=2)[CH2:3][CH2:2]1. The reactants are C1(CC1)CNCCC1=CNC2=CC=CC=C12 (N-cyclopropylmethyl-tryptamine), COC(=O)CCCC(=O)Cl (4-methoxycarbonylbutyryl chloride). Yield: 60.2%. Procedure details: 10.5 g of N-cyclopropylmethyl-tryptamine (i.e., 3-(2-cyclopropylmethylaminoethyl)-indole) and 9.7 g of 4-methoxycarbonylbutyryl chloride were treated in the same manner as described in Example 1. 10.1 g of N-cyclopropylmethyl-N-(4-methoxycarbonylbutyryl)-tryptamine (i.e., 3-[2-(N-cyclopropylmethyl-4-methoxycarbonylbutanamido)ethyl]-indole) were thereby obtained. Yield: 60.3% The reactants are C(Cl)Cl (methylene chloride), S1C2=C(C(=C1)CC(=O)OC)C=CC=C2 (methyl benzo[b]thiophen-3-ylacetate), [H-].[Al+3].[Li+].[H-].[H-].[H-] (lithium aluminium hydride), O1CCCC1 (tetrahydrofuran), O1CCCC1 (tetrahydrofuran). Product: S1C2=C(C(=C1)C(C)O)C=CC=C2 (benzo[b]thiophen-3-ylethanol). RXN SMILES: [S:1]1[CH:5]=[C:4]([CH2:6][C:7](OC)=O)[C:3]2[CH:11]=[CH:12][CH:13]=[CH:14][C:2]1=2.[H-].[Al+3].[Li+].[H-].[H-].[H-].C(Cl)Cl.[O:24]1CCCC1>>[S:1]1[CH:5]=[C:4]([CH:6]([OH:24])[CH3:7])[C:3]2[CH:11]=[CH:12][CH:13]=[CH:14][C:2]1=2 |f:1.2.3.4.5.6|. Procedure details: A solution of methyl benzo[b]thiophen-3-ylacetate (69 g) in dry tetrahydrofuran (100 ml) was added dropwise to a suspension of lithium aluminium hydride (10 g) in dry tetrahydrofuran (500 ml) at room temperature followed by reflux for 1 h. Hydrolysis with water, filtration and removal of solvent gave an oil which was applied to a silica gel column (eluent: methylene chloride) giving 34.5 g of benzo[b]thiophen-3-ylethanol as an oil. Reactants: C(CC)(=N)NC1=CC=C(C=C1)CCNC(OC(C)(C)C)=O (tert-butyl 2-[4-(propanimidoylamino)phenyl]ethylcarbamate), Br.BrCC(=O)C1=NC=CC=C1 (2-bromo-1-(2-pyridinyl)ethanone hydrobromide). Yields the product C(C)C=1N(C=C(N1)C1=NC=CC=C1)C1=CC=C(C=C1)CCNC(OC(C)(C)C)=O (tert-butyl 2-{4-[2-ethyl-4-(2-pyridinyl)-1H-imidazol-1-yl]phenyl}ethylcarbamate). Reaction SMILES: [C:1]([NH:5][C:6]1[CH:11]=[CH:10][C:9]([CH2:12][CH2:13][NH:14][C:15](=[O:21])[O:16][C:17]([CH3:20])([CH3:19])[CH3:18])=[CH:8][CH:7]=1)(=[NH:4])[CH2:2][CH3:3].Br.Br[CH2:24][C:25]([C:27]1[CH:32]=[CH:31][CH:30]=[CH:29][N:28]=1)=O>>[CH2:2]([C:1]1[N:5]([C:6]2[CH:11]=[CH:10][C:9]([CH2:12][CH2:13][NH:14][C:15](=[O:21])[O:16][C:17]([CH3:20])([CH3:19])[CH3:18])=[CH:8][CH:7]=2)[CH:24]=[C:25]([C:27]2[CH:32]=[CH:31][CH:30]=[CH:29][N:28]=2)[N:4]=1)[CH3:3] |f:1.2|. Procedure details: The title compound was prepared according to the procedure described in step 4 of Example 26 from tert-butyl 2-[4-(propanimidoylamino)phenyl]ethylcarbamate and 2-bromo-1-(2-pyridinyl)ethanone hydrobromide (J. Org. Chem., 1996, 61, 4623). MS (ESI) m/z 393 [M+H]+. Reactants: Cc1ccc2c(N3CCC(CN(CC(C)C)C(=O)[O-])C3)nc(-c3ccccc3O)nc2c1, ClCCl, Cl. Yields the product Cc1ccc2c(N3CCC(CN(CC(C)C)C(=O)O)C3)nc(-c3ccccc3O)nc2c1, Cl. Reaction SMILES: [CH2:1]([CH:2]([CH3:3])[CH3:4])[N:5]([C:6]([O-:7])=[O:8])[CH2:9][CH:10]1[CH2:11][N:12]([c:15]2[n:16][c:17](-[c:26]3[c:27]([OH:32])[cH:28][cH:29][cH:30][cH:31]3)[n:18][c:19]3[cH:20][c:21]([CH3:25])[cH:22][cH:23][c:24]23)[CH2:13][CH2:14]1.[Cl:34][CH2:35][Cl:36].[ClH:33]>>[CH2:1]([CH:2]([CH3:3])[CH3:4])[N:5]([C:6](=[O:7])[OH:8])[CH2:9][CH:10]1[CH2:11][N:12]([c:15]2[n:16][c:17](-[c:26]3[c:27]([OH:32])[cH:28][cH:29][cH:30][cH:31]3)[n:18][c:19]3[cH:20][c:21]([CH3:25])[cH:22][cH:23][c:24]23)[CH2:13][CH2:14]1.[ClH:33]. Starting materials: BrC1=CC=C(C(C(=O)O)=C1)O (5-bromosalicylic acid), CC=1C=C(N)C=C(C1)C (3,5-dimethylaniline), raw materials. Yields the product BrC=1C=CC(=C(C(=O)NC2=CC(=CC(=C2)C)C)C1)O (5-Bromo-N-(3,5-dimethylphenyl)-2-hydroxybenzamide). Yield: 58.1%. RXN SMILES: [Br:1][C:2]1[CH:10]=[C:6]([C:7]([OH:9])=O)[C:5]([OH:11])=[CH:4][CH:3]=1.[CH3:12][C:13]1[CH:14]=[C:15]([CH:17]=[C:18]([CH3:20])[CH:19]=1)[NH2:16]>>[Br:1][C:2]1[CH:3]=[CH:4][C:5]([OH:11])=[C:6]([CH:10]=1)[C:7]([NH:16][C:15]1[CH:17]=[C:18]([CH3:20])[CH:19]=[C:13]([CH3:12])[CH:14]=1)=[O:9]. Procedure: Using 5-bromosalicylic acid and 3,5-dimethylaniline as the raw materials, the same operation as the example 16 gave the title compound.